From a dataset of the Open Reaction Database (ORD), a public repository of structured organic reaction records. describe an organic reaction: reactants, conditions, products, and yield The reactants are Cl.Cl.NC1=CC(=C(C(=O)NCC2CCNCC2)C=C1Cl)OC (4-Amino-5-chloro-2-methoxy-N-(piperidin-4-ylmethyl)benzamide dihydrochloride), BrCCCCCC(=O)C1=CN(C2=CC=CC=C12)CCC (6-bromo-1-(1-propyl-1 H-indol-3-yl)-1-hexanone). Product: NC1=CC(=C(C(=O)NCC2CCN(CC2)CCCCCC(=O)C2=CN(C3=CC=CC=C23)CCC)C=C1Cl)OC (4-amino-5-chloro-2-methoxy-N-((1-(6-(1-propyl-1 H-indol-3-yl)-6-oxohexyl)piperidin-4-yl)methyl)benzamide). Reaction SMILES: Cl.Cl.[NH2:3][C:4]1[C:19]([Cl:20])=[CH:18][C:7]([C:8]([NH:10][CH2:11][CH:12]2[CH2:17][CH2:16][NH:15][CH2:14][CH2:13]2)=[O:9])=[C:6]([O:21][CH3:22])[CH:5]=1.Br[CH2:24][CH2:25][CH2:26][CH2:27][CH2:28][C:29]([C:31]1[C:39]2[C:34](=[CH:35][CH:36]=[CH:37][CH:38]=2)[N:33]([CH2:40][CH2:41][CH3:42])[CH:32]=1)=[O:30]>>[NH2:3][C:4]1[C:19]([Cl:20])=[CH:18][C:7]([C:8]([NH:10][CH2:11][CH:12]2[CH2:13][CH2:14][N:15]([CH2:24][CH2:25][CH2:26][CH2:27][CH2:28][C:29]([C:31]3[C:39]4[C:34](=[CH:35][CH:36]=[CH:37][CH:38]=4)[N:33]([CH2:40][CH2:41][CH3:42])[CH:32]=3)=[O:30])[CH2:16][CH2:17]2)=[O:9])=[C:6]([O:21][CH3:22])[CH:5]=1 |f:0.1.2|. Reported procedure: 4-Amino-5-chloro-2-methoxy-N-(piperidin-4-ylmethyl)benzamide dihydrochloride (1.50 g) as starting compound and 6-bromo-1-(1-propyl-1 H-indol-3-yl)-1-hexanone were reacted and treated in the same manner as in Example 172 to give 0.83 g of 4-amino-5-chloro-2-methoxy-N-((1-(6-(1-propyl-1 H-indol-3-yl)-6-oxohexyl)piperidin-4-yl)methyl)benzamide. Starting materials: CCOC(=O)c1cnoc1-c1ccc(F)c(Br)c1, CC(C)C[Al+]CC(C)C, Cl, [H-], C1CCOC1. Yields the product OCc1cnoc1-c1ccc(F)c(Br)c1. Reaction SMILES: [Br:1][c:2]1[cH:3][c:4](-[c:9]2[c:10]([C:14](=[O:15])[O:16][CH2:17][CH3:18])[cH:11][n:12][o:13]2)[cH:5][cH:6][c:7]1[F:8].[CH2:20]([Al+:21][CH2:22][CH:23]([CH3:24])[CH3:25])[CH:26]([CH3:27])[CH3:28].[ClH:29].[H-:19].[O:30]1[CH2:31][CH2:32][CH2:33][CH2:34]1>>[Br:1][c:2]1[cH:3][c:4](-[c:9]2[c:10]([CH2:14][OH:15])[cH:11][n:12][o:13]2)[cH:5][cH:6][c:7]1[F:8]. The reactants are ClC1=CC=C(O)C=C1. The reagents and catalysts are O1BOC(C)(C)C1(C)C, O1B(OC(C)(C)C1(C)C)B2OC(C)(C)C(O2)(C)C, N=1C=CC(=CC1C=2N=CC=C(C2)C(C)(C)C)C(C)(C)C, C[OH2+].C[OH2+].C1CC=CCCC=C1.C1CC=CCCC=C1.[Ir].[Ir]. Run in C1CCCCC1. Conditions: temperature 80 celsius, time 3 hour. The product is ClC1=CC=C(O)C(=C1)B2OC(C)(C)C(O2)(C)C. Isolated yield 80.0%. Reactants: C(=O)([O-])[O-].[Na+].[Na+] (Na2CO3), ClC1=C(C=C2CC(NC2=C1)=O)CCCl (6-chloro-5-(2-chloro-ethyl)-1,3-dihydro-indol-2-one), N1(CCNCC1)C1=NSC2=C1C=CC=C2 (piperazinyl benzoisothiazole), [Na+].[I-] (NaI). The solvent is C(C)(C)O (isopropyl alcohol), O (water), CS(=O)C (dimethylsulfoxide). Reaction conditions: temperature 120 celsius. Yields the product ClC1=CC=C2CC(NC2=C1)=O (6-chloro-1,3-dihydro-2H-indol-2-one). Reaction SMILES: [Cl:1][C:2]1[CH:10]=[C:9]2[C:5]([CH2:6][C:7](=[O:11])[NH:8]2)=[CH:4][C:3]=1CCCl.N1(C2C3C=CC=CC=3SN=2)CCNCC1.[Na+].[I-].C([O-])([O-])=O.[Na+].[Na+]>C(O)(C)C.O.CS(C)=O>[Cl:1][C:2]1[CH:10]=[C:9]2[C:5]([CH2:6][C:7](=[O:11])[NH:8]2)=[CH:4][CH:3]=1 |f:2.3,4.5.6|. Reported procedure: A reactor is loaded with 131 g (0.57 mol) of 6-chloro-5-(2-chloro-ethyl)-1,3-dihydro-indol-2-one, 125 g (0.57 mol) of piperazinyl benzoisothiazole, 260 ml of dimethylsulfoxide, 26 ml of water and 4.3 g (0.0285 mols) of NaI. The reaction mixture is added with 103 g (0.969 mol) of Na2CO3, with stirring under nitrogen atmosphere. The resulting mixture is heated to about 115-125° C. in 1 h and kept at said temperature under stirring for approx. 1 hr 45 min, then cooled and slowly added in about 25 m... Starting materials: BrCc1ccc(Br)cc1, O=C([O-])[O-], CN1CC(=O)NC1=O, CC#N, [K+], [K+]. As a reaction SMILES: [Br:9][c:10]1[cH:11][cH:12][c:13]([CH2:16][Br:17])[cH:14][cH:15]1.[C:18](=[O:19])([O-:20])[O-:21].[CH3:1][N:2]1[CH2:3][C:4](=[O:5])[NH:6][C:7]1=[O:8].[CH3:24][C:25]#[N:26].[K+:22].[K+:23]>>[CH3:1][N:2]1[CH2:3][C:4](=[O:5])[N:6]([CH2:16][c:13]2[cH:12][cH:11][c:10]([Br:9])[cH:15][cH:14]2)[C:7]1=[O:8]. Yields the product CN1CC(=O)N(Cc2ccc(Br)cc2)C1=O.